From a dataset of the Open Reaction Database (ORD), a public repository of structured organic reaction records. describe an organic reaction: reactants, conditions, products, and yield The reactants are [H-].[Al+3].[Li+].[H-].[H-].[H-] (lithium aluminum hydride), C1(=CC=CC=C1)CN1C(=C(C2=CC(=CC=C12)OCC=1N=C(SC1)C1=CC=CC=C1)CC(=O)O)C (1-[(Phenyl)methyl]-2-methyl-5-[(2-phenyl-4-thiazolyl)methoxy]-1H-indole-3-acetic acid). Run in O1CCCC1 (tetrahydrofuran), O1CCCC1 (tetrahydrofuran). Reaction conditions: time 1 hour. Product: C1(=CC=CC=C1)C=1SC=C(N1)COC=1C=C2C(=C(N(C2=CC1)CC1=CC=CC=C1)C)CCO (5-[(2-Phenyl-4-thiazolyl)methoxy]-1-(phenylmethyl)-2-methyl-1H-indole-3-ethanol). Yield: 55.0%. RXN SMILES: [H-].[Al+3].[Li+].[H-].[H-].[H-].[C:7]1([CH2:13][N:14]2[C:22]3[C:17](=[CH:18][C:19]([O:23][CH2:24][C:25]4[N:26]=[C:27]([C:30]5[CH:35]=[CH:34][CH:33]=[CH:32][CH:31]=5)[S:28][CH:29]=4)=[CH:20][CH:21]=3)[C:16]([CH2:36][C:37](O)=[O:38])=[C:15]2[CH3:40])[CH:12]=[CH:11][CH:10]=[CH:9][CH:8]=1>O1CCCC1>[C:30]1([C:27]2[S:28][CH:29]=[C:25]([CH2:24][O:23][C:19]3[CH:18]=[C:17]4[C:22](=[CH:21][CH:20]=3)[N:14]([CH2:13][C:7]3[CH:8]=[CH:9][CH:10]=[CH:11][CH:12]=3)[C:15]([CH3:40])=[C:16]4[CH2:36][CH2:37][OH:38])[N:26]=2)[CH:35]=[CH:34][CH:33]=[CH:32][CH:31]=1 |f:0.1.2.3.4.5|. Reported procedure: To a slurry containing lithium aluminum hydride (0.10 g, 2.6mmol) in tetrahydrofuran (40 mL), is added slowly at 23° C. a solution of the ester of Example 40 (1.0 g, 2.0 mmol) in tetrahydrofuran (10 mL). After stirring for 1 hour, the excess lithium aluminum hydride is quenched with ethyl acetate (5.0 mL), poured into saturated sodium chloride (200 mL) and extracted with ether (200 mL, 2×). The ether layer is washed with brine, dried over MgSO4, and concentrated to give crude product (0.8 g). Cr...